From a dataset of the Open Reaction Database (ORD), a public repository of structured organic reaction records. describe an organic reaction: reactants, conditions, products, and yield Reactants: OC(C#CC(=O)OCC=C(C)C)C1=CC=C(C=C1)OC (3-methyl-2-butenyl 4-hydroxy-4-(4-methoxyphenyl)-2-butynoate). The reagents and catalysts are [O-2].[O-2].[Mn+4] (manganese dioxide). Run in C(Cl)Cl (methylene chloride), C(Cl)Cl (methylene chloride). Conditions: time 1 hour. The product is COC1=CC=C(C(=O)C#CC(=O)OCC=C(C)C)C=C1 (3-methyl-2-butenyl 3-(4-methoxybenzoyl)propiolate). Reaction SMILES: [OH:1][CH:2]([C:13]1[CH:18]=[CH:17][C:16]([O:19][CH3:20])=[CH:15][CH:14]=1)[C:3]#[C:4][C:5]([O:7][CH2:8][CH:9]=[C:10]([CH3:12])[CH3:11])=[O:6]>C(Cl)Cl.[O-2].[O-2].[Mn+4]>[CH3:20][O:19][C:16]1[CH:15]=[CH:14][C:13]([C:2]([C:3]#[C:4][C:5]([O:7][CH2:8][CH:9]=[C:10]([CH3:11])[CH3:12])=[O:6])=[O:1])=[CH:18][CH:17]=1 |f:2.3.4|. Reported procedure: A solution of 10.7 g (39 mmol) of 3-methyl-2-butenyl 4-hydroxy-4-(4-methoxyphenyl)-2-butynoate in 150 ml of methylene chloride was added dropwise at 0° to a suspension of 101.7 g (1.17 mol) of manganese dioxide in 200 ml of methylene chloride. The reaction mixture was stirred at 0° for 1 hour, filtered over magnesium sulphate and concentrated. The residue was purified by flash chromatography on 700 g of silica gel (elution agent methylene chloride/ether 4:1). There was obtained 3-methyl-2-buteny... The reactants are CCOC(=O)c1c(Cl)nc2cc(C(C)(C)C)ccc2c1C, CCS, [K+], [K+], O=C([O-])[O-], CN(C)C=O, O. The product is CCOC(=O)c1c(SCC)nc2cc(C(C)(C)C)ccc2c1C. As a reaction SMILES: [CH2:10]([CH3:11])[O:12][C:13](=[O:14])[c:15]1[c:16]([Cl:30])[n:17][c:18]2[cH:19][c:20]([C:26]([CH3:27])([CH3:28])[CH3:29])[cH:21][cH:22][c:23]2[c:24]1[CH3:25].[CH2:7]([CH3:8])[SH:9].[K+:1].[K+:2].[O-:3][C:4]([O-:5])=[O:6].[O:31]=[CH:32][N:33]([CH3:34])[CH3:35].[OH2:36]>>[CH2:7]([CH3:8])[S:9][c:16]1[c:15]([C:13]([O:12][CH2:10][CH3:11])=[O:14])[c:24]([CH3:25])[c:23]2[c:18]([n:17]1)[cH:19][c:20]([C:26]([CH3:27])([CH3:28])[CH3:29])[cH:21][cH:22]2.